This data is from the Open Reaction Database (ORD), a public repository of structured organic reaction records. The task is: describe an organic reaction: reactants, conditions, products, and yield Yields the product BrC=1C(=NC=C(C(=O)OCC)C1)Br (Ethyl 5,6-dibromonicotinate). As a reaction SMILES: [Br:1][C:2]1[C:3](O)=[N:4][CH:5]=[C:6]([CH:12]=1)[C:7]([O:9][CH2:10][CH3:11])=[O:8].[Br:14]P(Br)Br>O>[Br:1][C:2]1[C:3]([Br:14])=[N:4][CH:5]=[C:6]([CH:12]=1)[C:7]([O:9][CH2:10][CH3:11])=[O:8]. Reported procedure: A mixture of ethyl 5-bromo-6-hydroxynicotinate (preparation 47a, 6.35 g, 25.8 mmol), tribromophosphine (2.50 mL, 26 mmol) and phosphorus oxytribromide (7.50 g, 26.2 mmol) was stirred at 120° C. After 3 hours, the mixture was cooled, water was added and the mixture was extracted with ethyl acetate. The organic layer was washed with brine, dried (MgSO4) and evaporated to yield the title compound (6.88 g, 86%) as a white solid. The solvent is O (water). Run at temperature 120 celsius, time 3 hour. The yield is 86.3%. Starting materials: BrC=1C(=NC=C(C(=O)OCC)C1)O (ethyl 5-bromo-6-hydroxynicotinate), BrP(Br)Br (tribromophosphine), phosphorus oxytribromide. Reactants: 3, C(CC#N)#N (malononitrile), BrC(C(=O)OC)(C)C (Methyl 2-bromoisobutyrate), CC(C)([O-])C.[K+] (Potassium t-butoxide). Procedure: A 12 liter 3 neck round bottom flask equipped with a mechanical stirrer, thermometer, condenser and nitrogen bubbler, was charged with malononitrile (251 g, 3.802 moles) and THF (2 liters). Potassium t-butoxide (1M THF, 3.802 L, 3.802 moles) was then added. The mixture was stirred at 50° C. for 30 min. Methyl 2-bromoisobutyrate (688 g, 3.80 moles) was added and the reaction mixture was stirred overnight at 50° C. The reaction was partitioned between aqueous 1N HCl and EtOAc. The organic phase wa... Run in C1CCOC1 (THF). Reaction conditions: temperature 50 celsius, time 30 minute. Reaction SMILES: [C:1](#[N:5])[CH2:2][C:3]#[N:4].CC(C)([O-])C.[K+].Br[C:13]([CH3:19])([CH3:18])[C:14]([O:16][CH3:17])=[O:15]>C1COCC1>[C:3]([CH:2]([C:1]#[N:5])[C:13]([CH3:19])([CH3:18])[C:14]([O:16][CH3:17])=[O:15])#[N:4] |f:1.2|. Product: C(#N)C(C(C(=O)OC)(C)C)C#N (METHYL 3,3-DICYANO-2,2-DIMETHYLPROPANOATE). Reactants: O[C@@H]1C[C@H](NC1)C(=O)O ((2S,4R)-(-)-4-Hydroxy-2-pyrrolidinecarboxylic acid), [OH-].[Na+] (sodium hydroxide), 4-nitrobenzylchloroformate, O1CCOCC1 (1,4-dioxane). Run in O (water). Reaction conditions: temperature 0 celsius, time 3 hour. The product is O[C@@H]1C[C@H](N(C1)C(=O)OCC1=CC=C(C=C1)[N+](=O)[O-])C(=O)O ((2S,4R)-4-Hydroxy-1-(4-nitrobenzyloxycarbonyl)pyrrolidine-2-carboxylic acid). Yield: 70.0%. RXN SMILES: [OH:1][C@H:2]1[CH2:6][NH:5][C@H:4]([C:7]([OH:9])=[O:8])[CH2:3]1.[OH-:10].[Na+].[CH:12]1[C:17]([CH2:18][Cl-]C([O-])=O)=[CH:16][CH:15]=[C:14]([N+:23]([O-:25])=[O:24])[CH:13]=1.[O:26]1[CH2:31]COCC1>O>[OH:1][C@H:2]1[CH2:6][N:5]([C:31]([O:26][CH2:18][C:17]2[CH:12]=[CH:13][C:14]([N+:23]([O-:25])=[O:24])=[CH:15][CH:16]=2)=[O:10])[C@H:4]([C:7]([OH:9])=[O:8])[CH2:3]1 |f:1.2|. Procedure: (2S,4R)-(-)-4-Hydroxy-2-pyrrolidinecarboxylic acid [trans-4-hydroxy-L-proline](5.24 g, 40 mmol) in water (40 ml) was treated with 1M aqueous sodium hydroxide (40 ml), cooled in an ice-bath and then treated with 4-nitrobenzylchloroformate (8.64 g, 40 mmol) in 1,4-dioxane (40 ml), added dropwise over 20 min. The mixture was stirred at 0° C. for 3 h. Most of the 1,4-dioxane was removed by evaporation under reduced pressure and ethyl acetate (100 ml) and water (100 ml) were added. The mixture was ac... Starting materials: CI, CC(C)=O, CC1CC2C3CCC4=CC(=O)C=CC4(C)C3(F)C(O)CC2(C)C1(O)C(=O)COC(=O)c1cccnc1. The product is CC1CC2C3CCC4=CC(=O)C=CC4(C)C3(F)C(O)CC2(C)C1(O)C(=O)COC(=O)c1ccc[n+](C)c1, [I-]. Reaction SMILES: [CH3:37][I:38].[CH3:39][C:40](=[O:41])[CH3:42].[F:1][C:2]12[C:3]3([CH3:36])[CH:4]=[CH:5][C:6](=[O:35])[CH:7]=[C:8]3[CH2:9][CH2:10][CH:11]1[CH:12]1[CH2:13][CH:14]([CH3:34])[C:15]([C:16]([CH2:17][O:18][C:19](=[O:20])[c:21]3[cH:22][n:23][cH:24][cH:25][cH:26]3)=[O:27])([OH:33])[C:28]1([CH3:32])[CH2:29][CH:30]2[OH:31]>>[F:1][C:2]12[C:3]3([CH3:36])[CH:4]=[CH:5][C:6](=[O:35])[CH:7]=[C:8]3[CH2:9][CH2:10][CH:11]1[CH:12]1[CH2:13][CH:14]([CH3:34])[C:15]([C:16]([CH2:17][O:18][C:19](=[O:20])[c:21]3[cH:22][n+:23]([CH3:37])[cH:24][cH:25][cH:26]3)=[O:27])([OH:33])[C:28]1([CH3:32])[CH2:29][CH:30]2[OH:31].[I-:38].